Dataset: the Open Reaction Database (ORD), a public repository of structured organic reaction records. Task: describe an organic reaction: reactants, conditions, products, and yield Yields the product COCCCN1CCCc2ccc(COC3CNCCC3c3ccc(OCCCOCc4ccccc4OC)cc3)cc21. The reactants are COCCCN1CCCc2ccc(COC3CN(C(=O)OC(C)(C)C)CCC3c3ccc(OCCCOCc4ccccc4OC)cc3)cc21, CO, Cl. Reaction SMILES: [C:1]([O:2][C:3](=[O:4])[N:8]1[CH2:9][CH:10]([O:34][CH2:35][c:36]2[cH:37][cH:38][c:39]3[c:44]([cH:45]2)[N:43]([CH2:46][CH2:47][CH2:48][O:49][CH3:50])[CH2:42][CH2:41][CH2:40]3)[CH:11]([c:14]2[cH:15][cH:16][c:17]([O:20][CH2:21][CH2:22][CH2:23][O:24][CH2:25][c:26]3[c:27]([O:32][CH3:33])[cH:28][cH:29][cH:30][cH:31]3)[cH:18][cH:19]2)[CH2:12][CH2:13]1)([CH3:5])([CH3:6])[CH3:7].[CH3:52][OH:53].[ClH:51]>>[NH:8]1[CH2:9][CH:10]([O:34][CH2:35][c:36]2[cH:37][cH:38][c:39]3[c:44]([cH:45]2)[N:43]([CH2:46][CH2:47][CH2:48][O:49][CH3:50])[CH2:42][CH2:41][CH2:40]3)[CH:11]([c:14]2[cH:15][cH:16][c:17]([O:20][CH2:21][CH2:22][CH2:23][O:24][CH2:25][c:26]3[c:27]([O:32][CH3:33])[cH:28][cH:29][cH:30][cH:31]3)[cH:18][cH:19]2)[CH2:12][CH2:13]1. Starting materials: BrCc1cc(Br)cc(Br)c1, CCc1c(C(=O)c2cc(C)cc(C)c2)[nH]c(=O)[nH]c1=O. Yields the product CCc1c(C(=O)c2cc(C)cc(C)c2)n(Cc2cc(Br)cc(Br)c2)c(=O)[nH]c1=O. As a reaction SMILES: [Br:21][c:22]1[cH:23][c:24]([CH2:25][Br:26])[cH:27][c:28]([Br:30])[cH:29]1.[CH2:1]([CH3:2])[c:3]1[c:4](=[O:20])[nH:5][c:6](=[O:19])[nH:7][c:8]1[C:9]([c:10]1[cH:11][c:12]([CH3:17])[cH:13][c:14]([CH3:16])[cH:15]1)=[O:18]>>[CH2:1]([CH3:2])[c:3]1[c:4](=[O:20])[nH:5][c:6](=[O:19])[n:7]([CH2:25][c:24]2[cH:23][c:22]([Br:21])[cH:29][c:28]([Br:30])[cH:27]2)[c:8]1[C:9]([c:10]1[cH:11][c:12]([CH3:17])[cH:13][c:14]([CH3:16])[cH:15]1)=[O:18].